From a dataset of the Open Reaction Database (ORD), a public repository of structured organic reaction records. describe an organic reaction: reactants, conditions, products, and yield Starting materials: C(C)C=1C(NC(NC1SC1=CC(=CC(=C1)C)C)=O)=O (5-Ethyl-6-(3,5-dimethylphenyl)thio-2,4-pyrimidinedione), ClCC=1C2=CC=CC=C2C=C2C=CC=CC12 (9-chloromethyl anthracene). Yields the product C1=CC=CC2=CC3=CC=CC=C3C(=C12)CN1C(NC(C(=C1SC1=CC(=CC(=C1)C)C)CC)=O)=O (1-(Anthracen-9-ylmethyl)-5-ethyl-6-(3,5-dimethylphenyl)thio-2,4-pyrimidinedione). Isolated yield 41.8%. Procedure details: 5-Ethyl-6-(3,5-dimethylphenyl)thio-2,4-pyrimidinedione and 9-chloromethyl anthracene were reacted by the same way with the example 1 to obtain the titled compound (195 mg, yield: 41.8%). RXN SMILES: [CH2:1]([C:3]1[C:4](=[O:19])[NH:5][C:6](=[O:18])[NH:7][C:8]=1[S:9][C:10]1[CH:15]=[C:14]([CH3:16])[CH:13]=[C:12]([CH3:17])[CH:11]=1)[CH3:2].Cl[CH2:21][C:22]1[C:23]2[C:28]([CH:29]=[C:30]3[C:35]=1[CH:34]=[CH:33][CH:32]=[CH:31]3)=[CH:27][CH:26]=[CH:25][CH:24]=2>>[CH:24]1[C:23]2[C:28](=[CH:29][C:30]3[C:35]([C:22]=2[CH2:21][N:7]2[C:8]([S:9][C:10]4[CH:11]=[C:12]([CH3:17])[CH:13]=[C:14]([CH3:16])[CH:15]=4)=[C:3]([CH2:1][CH3:2])[C:4](=[O:19])[NH:5][C:6]2=[O:18])=[CH:34][CH:33]=[CH:32][CH:31]=3)[CH:27]=[CH:26][CH:25]=1. Reactants: COc1cc(NC(=O)C2CCC3CN2C(=O)N3OCc2ccccc2)ccn1, CO. Product: COc1cc(NC(=O)C2CCC3CN2C(=O)N3O)ccn1. RXN SMILES: [CH2:1]([c:2]1[cH:3][cH:4][cH:5][cH:6][cH:7]1)[O:8][N:9]1[CH:10]2[CH2:11][CH2:12][CH:13]([C:18](=[O:19])[NH:20][c:21]3[cH:22][c:23]([O:27][CH3:28])[n:24][cH:25][cH:26]3)[N:14]([C:15]1=[O:16])[CH2:17]2.[CH3:29][OH:30]>>[OH:8][N:9]1[CH:10]2[CH2:11][CH2:12][CH:13]([C:18](=[O:19])[NH:20][c:21]3[cH:22][c:23]([O:27][CH3:28])[n:24][cH:25][cH:26]3)[N:14]([C:15]1=[O:16])[CH2:17]2. Reactants: [BH4-].[Na+] (NaBH4), ClC1=NC=C(C(=N1)N[C@@H]1C[C@@H](CCC1)NC(=O)N1C[C@@H](CC1)F)F ((R)—N-((1R,3S)-3-((2-chloro-5-fluoropyrimidin-4-yl)amino)cyclohexyl)-3-fluoropyrrolidine-1-carboxamide), ClC=1C=C2C(=NC1)N(C=C2B2OC(C(O2)(C)C)(C)C)S(=O)(=O)C2=CC=C(C=C2)C (5-chloro-1-(p-tolylsulfonyl)-3-(4,4,5,5-tetramethyl-1,3,2-dioxaborolan-2-yl)pyrrolo[2,3-b]pyridine), 2-Me THF, [O-]P(=O)([O-])[O-].[K+].[K+].[K+] (K3PO4), CC(C)C1=CC(=C(C(=C1)C(C)C)C2=C(C=CC=C2)P(C3CCCCC3)C4CCCCC4)C(C)C (XPhos), ClC=1C=C2C(=NC1)N(C=C2B2OC(C(O2)(C)C)(C)C)S(=O)(=O)C2=CC=C(C=C2)C (5-chloro-1-(p-tolylsulfonyl)-3-(4,4,5,5-tetramethyl-1,3,2-dioxaborolan-2-yl)pyrrolo[2,3-b]pyridine), CCN(C(C)C)C(C)C (iPr2NEt), CCN(C(C)C)C(C)C (iPr2NEt), ClC=1C=C2C(=NC1)N(C=C2C2=NC=C(C(=N2)S(=O)C)F)S(=O)(=O)C2=CC=C(C=C2)C (5-chloro-3-(5-fluoro-4-methylsulfinyl-pyrimidin-2-yl)-1-(p-tolylsulfonyl)pyrrolo[2,3-b]pyridine). The reagents and catalysts are C=1C=CC(=CC1)[P](C=2C=CC=CC2)(C=3C=CC=CC3)[Pd]([P](C=4C=CC=CC4)(C=5C=CC=CC5)C=6C=CC=CC6)([P](C=7C=CC=CC7)(C=8C=CC=CC8)C=9C=CC=CC9)[P](C=1C=CC=CC1)(C=1C=CC=CC1)C=1C=CC=CC1 (Pd(PPh3)4), C=1C=CC(=CC1)/C=C/C(=O)/C=C/C2=CC=CC=C2.C=1C=CC(=CC1)/C=C/C(=O)/C=C/C2=CC=CC=C2.C=1C=CC(=CC1)/C=C/C(=O)/C=C/C2=CC=CC=C2.[Pd].[Pd] (Tris(dibenzylideneacetone)dipalladium). The solvent is O (water), C1CCOC1 (THF), CC#N (CH3CN), CO (MeOH). Yields the product FC=1C(=NC(=NC1)C1=CNC2=NC=C(C=C21)F)N[C@@H]2C[C@@H](CCC2)NC2=NC=CN=C2 ((1S,3R)—N1-(5-fluoro-2-(5-fluoro-1H-pyrrolo[2,3-b]pyridin-3-yl)pyrimidin-4-yl)-N3-(pyrazin-2-yl)cyclohexane-1,3-diamine). As a reaction SMILES: [BH4-].[Na+].Cl[C:4]1[CH:5]=[C:6]2[C:12](B3OC(C)(C)C(C)(C)O3)=[CH:11][N:10](S(C3C=CC(C)=CC=3)(=O)=O)[C:7]2=[N:8][CH:9]=1.[O-]P([O-])([O-])=O.[K+].[K+].[K+].CC(C1C=C(C(C)C)C(C2C=CC=CC=2P(C2CCCCC2)C2CCCCC2)=C(C(C)C)C=1)C.ClC1C=C2C(C3N=C(S(C)=O)C([F:93])=CN=3)=CN(S(C3C=CC(C)=CC=3)(=O)=O)C2=NC=1.CC[N:106]([CH:110](C)C)C(C)C.Cl[C:114]1[N:119]=[C:118]([NH:120][C@H:121]2[CH2:126][CH2:125][CH2:124][C@@H:123]([NH:127][C:128]([N:130]3[CH2:134][CH2:133][C@@H](F)C3)=O)[CH2:122]2)[C:117]([F:136])=[CH:116][N:115]=1>C1C=CC([P]([Pd]([P](C2C=CC=CC=2)(C2C=CC=CC=2)C2C=CC=CC=2)([P](C2C=CC=CC=2)(C2C=CC=CC=2)C2C=CC=CC=2)[P](C2C=CC=CC=2)(C2C=CC=CC=2)C2C=CC=CC=2)(C2C=CC=CC=2)C2C=CC=CC=2)=CC=1.C1C=CC(/C=C/C(/C=C/C2C=CC=CC=2)=O)=CC=1.C1C=CC(/C=C/C(/C=C/C2C=CC=CC=2)=O)=CC=1.C1C=CC(/C=C/C(/C=C/C2C=CC=CC=2)=O)=CC=1.[Pd].[Pd].C1COCC1.CC#N.O.CO>[F:136][C:117]1[C:118]([NH:120][C@H:121]2[CH2:126][CH2:125][CH2:124][C@@H:123]([NH:127][C:128]3[CH:110]=[N:106][CH:133]=[CH:134][N:130]=3)[CH2:122]2)=[N:119][C:114]([C:12]2[C:6]3[C:7](=[N:8][CH:9]=[C:4]([F:93])[CH:5]=3)[NH:10][CH:11]=2)=[N:115][CH:116]=1 |f:0.1,3.4.5.6,12.13.14.15.16,^1:140,142,161,180|. Procedure details: NaBH4, MeOH; (b) 5-fluoro-3-(4,4,5,5-tetramethyl-1,3,2-dioxaborolan-2-yl)-1-tosyl-1H-pyrrolo[2,3-b]pyridine, 2-Me-THF, water, K3PO4, Pd(PPh3)4, XPhos, Tris(dibenzylideneacetone)dipalladium, reflux; (c) bis(2,5-dioxopyrrolidin-1-yl) carbonate, iPr2NEt, CH3CN; (d) (3R)-3-fluoropyrrolidine, iPr2NEt, CH3CN (e) 2N LiOH, THF. Starting materials: C(CCC)[Li] (n-butyl lithium), [Cl-].[NH4+] (ammonium chloride), C(C1=CC=CC=C1)C#N (benzylcyanide), BrC1=NC=CC=C1 (2-bromopyridine). The solvent is O1CCCC1 (tetrahydrofuran), CCCCCC (hexane). Run at temperature -50 celsius, time 30 minute. Product: N1=C(C=CC=C1)C1=C(C=CC=C1)CC#N (2-(2-Pyridyl)phenylacetonitrile). RXN SMILES: [CH2:1]([C:8]#[N:9])[C:2]1[CH:7]=[CH:6][CH:5]=[CH:4][CH:3]=1.C([Li])CCC.Br[C:16]1[CH:21]=[CH:20][CH:19]=[CH:18][N:17]=1.[Cl-].[NH4+]>O1CCCC1.CCCCCC>[N:17]1[CH:18]=[CH:19][CH:20]=[CH:21][C:16]=1[C:3]1[CH:4]=[CH:5][CH:6]=[CH:7][C:2]=1[CH2:1][C:8]#[N:9] |f:3.4|. Reported procedure: To a solution of benzylcyanide (12.33 g) in tetrahydrofuran (85 ml) was added dropwise, at -70° C. in argon streams, a hexane solution (65 ml) of n-butyl lithium. The mixture was then stirred for 30 minutes at -50° C., to which was then added dropwise 2-bromopyridine (9.7 ml). The reaction temperature was gradually raised up to 0° C. Fifteen minutes later, a saturated ammonium chloride solution was added to the reaction mixture, which was subjected to extraction with ethyl acetate. The extract s... The reactants are ClC1=CC=C(N=N1)N(C1CC(NC(C1)(C)C)(C)C)C (6-chloro-N-methyl-N-(2,2,6,6-tetramethylpiperidin-4-yl)pyridazin-3-amine), ClC1=CC=C(N=N1)N(C1CC(NC(C1)(C)C)(C)C)C (6-chloro-N-methyl-N-(2,2,6,6-tetramethylpiperidin-4-yl)pyridazin-3-amine), B(O)(O)C1=C(C=C(C(=O)O)C=C1)OC (4-borono-3-methoxybenzoic acid), C(Cl)Cl (CH2Cl2), C(=O)([O-])[O-].[Na+].[Na+] (Na2CO3). The reagents and catalysts are C1=CC=C(C=C1)P([C-]2C=CC=C2)C3=CC=CC=C3.C1=CC=C(C=C1)P([C-]2C=CC=C2)C3=CC=CC=C3.Cl[Pd]Cl.[Fe+2] (PdCl2(dppf)). Run in CCOCC (ether), O (water), CN(C)C=O (DMF), O (water). Conditions: temperature 120 celsius. The product is COC=1C=C(C(=O)O)C=CC1C=1N=NC(=CC1)N(C1CC(NC(C1)(C)C)(C)C)C (3-Methoxy-4-(6-(methyl(2,2,6,6 tetramethylpiperidin-4-yl)amino)pyridazin-3-yl)benzoic acid). RXN SMILES: Cl[C:2]1[N:7]=[N:6][C:5]([N:8]([CH3:19])[CH:9]2[CH2:14][C:13]([CH3:16])([CH3:15])[NH:12][C:11]([CH3:18])([CH3:17])[CH2:10]2)=[CH:4][CH:3]=1.B([C:23]1[CH:31]=[CH:30][C:26]([C:27]([OH:29])=[O:28])=[CH:25][C:24]=1[O:32][CH3:33])(O)O.C(Cl)Cl.C([O-])([O-])=O.[Na+].[Na+]>O.CCOCC.C1C=CC(P(C2C=CC=CC=2)[C-]2C=CC=C2)=CC=1.C1C=CC(P(C2C=CC=CC=2)[C-]2C=CC=C2)=CC=1.Cl[Pd]Cl.[Fe+2].CN(C=O)C>[CH3:33][O:32][C:24]1[CH:25]=[C:26]([CH:30]=[CH:31][C:23]=1[C:2]1[N:7]=[N:6][C:5]([N:8]([CH3:19])[CH:9]2[CH2:14][C:13]([CH3:16])([CH3:15])[NH:12][C:11]([CH3:18])([CH3:17])[CH2:10]2)=[CH:4][CH:3]=1)[C:27]([OH:29])=[O:28] |f:3.4.5,8.9.10.11|. Reported procedure: To a microwave vial was added 6-chloro-N-methyl-N-(2,2,6,6-tetramethylpiperidin-4-yl)pyridazin-3-amine (Intermediate 1-1, 100 mg, 0.35 mmol), 4-borono-3-methoxybenzoic acid (76 mg, 0.39 mmol), PdCl2(dppf).CH2Cl2 (29 mg, 0.035 mmol), Na2CO3 (112 mg, 1.06 mmol), DMF (2 mL) and water (0.5 mL). The microwave vial was sealed and heated in a microwave at 120° C. for 45 min. The crude reaction mixture was cooled and diluted in water and ether. The aqueous layer was extracted with ether. The resultant e...